Dataset: the Open Reaction Database (ORD), a public repository of structured organic reaction records. Task: describe an organic reaction: reactants, conditions, products, and yield Reactants: O (water), CC(C)([O-])C.[K+] (potassium tert-butoxide), BrC=1C(=NC(=NC1)Cl)Cl (5-bromo-2,4-dichloropyrimidine). The solvent is O1CCCC1 (tetrahydrofuran), O1CCCC1 (tetrahydrofuran). Product: BrC=1C(=NC(=NC1)OC(C)(C)C)OC(C)(C)C (5-Bromo-2,4-bis(1,1-dimethylethoxy)pyrimidine). Reaction SMILES: [CH3:1][C:2]([CH3:5])([O-:4])[CH3:3].[K+].[Br:7][C:8]1[C:9](Cl)=[N:10][C:11](Cl)=[N:12][CH:13]=1.[OH2:16]>O1CCCC1>[Br:7][C:8]1[C:9]([O:16][C:2]([CH3:5])([CH3:3])[CH3:1])=[N:10][C:11]([O:4][C:2]([CH3:5])([CH3:3])[CH3:1])=[N:12][CH:13]=1 |f:0.1|. Procedure: To a solution of potassium tert-butoxide (67.5 g) in tetrahydrofuran (500 ml) was added 5-bromo-2,4-dichloropyrimidine (55 g) (J. Am. Chem. Soc., 1934, 56, 134) in tetrahydrofuran (100 ml) dropwise. After 1.5 hours water (100 ml) was added carefully and the mixture extracted with ethyl acetate. The combined organic solution was washed with water, dried (MgSO4) and evaporated under reduced pressure. Purification was by chromatography eluting with isohexane containing 1% triethylamine. The reactants are ClC1=C(C=CC(=C1)Cl)C=1C=C(C2=C(C1)C1CN(CCC1O2)C(=O)OC(C)(C)C)SCCC (tert-Butyl 8-(2,4-dichlorophenyl)-6-(propylthio)-3,4,4a,9b-tetrahydro[1]benzofuro[3,2-c]pyridine-2(1H)-carboxylate), FC(C(=O)O)(F)F (Trifluoracetic acid). Solvent: C(Cl)Cl (CH2Cl2). Conditions: time 2.5 hour. Product: ClC1=C(C=CC(=C1)Cl)C=1C=C(C2=C(C1)C1CNCCC1O2)SCCC (8-(2,4-Dichlorophenyl)-6-(propylthio)-1,2,3,4,4a,9b-hexahydro[1]benzofuro[3,2-c]pyridine). As a reaction SMILES: [Cl:1][C:2]1[CH:7]=[C:6]([Cl:8])[CH:5]=[CH:4][C:3]=1[C:9]1[CH:10]=[C:11]([S:29][CH2:30][CH2:31][CH3:32])[C:12]2[O:21][CH:20]3[CH:15]([CH2:16][N:17](C(OC(C)(C)C)=O)[CH2:18][CH2:19]3)[C:13]=2[CH:14]=1.FC(F)(F)C(O)=O>C(Cl)Cl>[Cl:1][C:2]1[CH:7]=[C:6]([Cl:8])[CH:5]=[CH:4][C:3]=1[C:9]1[CH:10]=[C:11]([S:29][CH2:30][CH2:31][CH3:32])[C:12]2[O:21][CH:20]3[CH:15]([CH2:16][NH:17][CH2:18][CH2:19]3)[C:13]=2[CH:14]=1. Reported procedure: tert-Butyl 8-(2,4-dichlorophenyl)-6-(propylthio)-3,4,4a,9b-tetrahydro[1]benzofuro[3,2-c]pyridine-2(1H)-carboxylate (0.090 g, 0.182 mmol) was dissolved in CH2Cl2 (5 mL). Trifluoracetic acid (0.3 mL, 0.182 mmol) was added and the reaction mixture was stirred at rt under N2 for 2.5 h when all the starting material was consumed. The reaction mixture was cooled to 0° C. and 5M NaOH (10 mL) was added. The reaction mixture was partitioned between CH2Cl2 and water. The aqueous layer was extracted with C...